Dataset: the Open Reaction Database (ORD), a public repository of structured organic reaction records. Task: describe an organic reaction: reactants, conditions, products, and yield Reactants: CC(C)=O, CC(=O)Nc1cccc(C2OCCO2)c1, O, Cc1ccc(S(=O)(=O)[O-])cc1, c1cc[nH+]cc1. The product is CC(=O)Nc1cccc(C=O)c1. Reaction SMILES: [CH3:34][C:35]([CH3:36])=[O:37].[O:1]1[CH:2]([c:6]2[cH:7][c:8]([NH:12][C:13]([CH3:14])=[O:15])[cH:9][cH:10][cH:11]2)[O:5][CH2:4][CH2:3]1.[OH2:33].[c:16]1([CH3:17])[cH:18][cH:19][c:20]([S:21]([O-:22])(=[O:23])=[O:24])[cH:25][cH:26]1.[nH+:27]1[cH:28][cH:29][cH:30][cH:31][cH:32]1>>[O:1]=[CH:2][c:6]1[cH:7][c:8]([NH:12][C:13]([CH3:14])=[O:15])[cH:9][cH:10][cH:11]1. The reactants are F[B-](F)(F)F, C1CCOC1, Cc1cc(C(=O)O)ccc1N1CCOCC1=O, CCN(C(C)C)C(C)C, NC(CCc1nnn[nH]1)c1nc2cc(Cl)ccc2[nH]1, CN(C)C(On1nnc2ccccc21)=[N+](C)C. Product: Cc1cc(C(=O)NC(CCc2nnn[nH]2)c2nc3cc(Cl)ccc3[nH]2)ccc1N1CCOCC1=O. Reaction SMILES: [B-:37]([F:38])([F:39])([F:40])[F:41].[CH2:68]1[O:69][CH2:70][CH2:71][CH2:72]1.[CH3:1][c:2]1[cH:3][c:4]([C:5](=[O:6])[OH:7])[cH:8][cH:9][c:10]1[N:11]1[C:12](=[O:17])[CH2:13][O:14][CH2:15][CH2:16]1.[CH:59]([N:60]([CH2:61][CH3:62])[CH:63]([CH3:64])[CH3:65])([CH3:66])[CH3:67].[Cl:18][c:19]1[cH:20][c:21]2[c:22]([nH:23][c:24]([CH:26]([CH2:27][CH2:28][c:29]3[n:30][n:31][n:32][nH:33]3)[NH2:34])[n:25]2)[cH:35][cH:36]1.[n:42]1([O:43][C:44]([N:45]([CH3:46])[CH3:47])=[N+:48]([CH3:49])[CH3:50])[c:51]2[cH:52][cH:53][cH:54][cH:55][c:56]2[n:57][n:58]1>>[CH3:1][c:2]1[cH:3][c:4]([C:5](=[O:7])[NH:34][CH:26]([c:24]2[nH:23][c:22]3[c:21]([cH:20][c:19]([Cl:18])[cH:36][cH:35]3)[n:25]2)[CH2:27][CH2:28][c:29]2[n:30][n:31][n:32][nH:33]2)[cH:8][cH:9][c:10]1[N:11]1[C:12](=[O:17])[CH2:13][O:14][CH2:15][CH2:16]1. Starting materials: CC1(C)C2CCC1(CS(=O)(=O)O)C(=O)C2, CCO, O=C(Cc1ccc(F)cc1)N=C=S, CN(C)CCN1CCC(N(C)C(=O)Nc2cc(Oc3ccc(N)cc3)ccn2)CC1. Yields the product CN(C)CCN1CCC(N(C)C(=O)Nc2cc(Oc3ccc(NC(=S)NC(=O)Cc4ccc(F)cc4)cc3)ccn2)CC1. Reaction SMILES: [C:1]12([CH2:2][S:3]([OH:4])(=[O:5])=[O:6])[C:7]([CH3:8])([CH3:9])[CH:10]([CH2:11][CH2:12]1)[CH2:13][C:14]2=[O:15].[CH3:59][CH2:60][OH:61].[F:46][c:47]1[cH:48][cH:49][c:50]([CH2:53][C:54](=[O:55])[N:56]=[C:57]=[S:58])[cH:51][cH:52]1.[NH2:16][c:17]1[cH:18][cH:19][c:20]([O:21][c:22]2[cH:23][c:24]([NH:28][C:29]([N:30]([CH3:31])[CH:32]3[CH2:33][CH2:34][N:35]([CH2:38][CH2:39][N:40]([CH3:41])[CH3:42])[CH2:36][CH2:37]3)=[O:43])[n:25][cH:26][cH:27]2)[cH:44][cH:45]1>>[NH:16]([c:17]1[cH:18][cH:19][c:20]([O:21][c:22]2[cH:23][c:24]([NH:28][C:29]([N:30]([CH3:31])[CH:32]3[CH2:33][CH2:34][N:35]([CH2:38][CH2:39][N:40]([CH3:41])[CH3:42])[CH2:36][CH2:37]3)=[O:43])[n:25][cH:26][cH:27]2)[cH:44][cH:45]1)[C:57]([NH:56][C:54]([CH2:53][c:50]1[cH:49][cH:48][c:47]([F:46])[cH:52][cH:51]1)=[O:55])=[S:58]. Reactants: ClC1=C(C(=NC(=N1)C1=CC(=NC=C1)C(=N)NN)NS(=O)(=O)C1=NC=C(C=C1)C(C)C)OC1=C(C=CC=C1)OC (5-isopropyl-pyridine-2-sulfonic acid [6-chloro-2-[2-(hydrazino-imino-methyl)-pyridine-4-yl]-5-(2-methoxy-phenoxy)-pyrimidine-4-yl]-amide), CN(C=O)C (N,N-dimethyl formamide), N(=O)[O-].[Na+] (sodium nitrite), Cl (hydrochloric acid). Run in O (water), O (water). Conditions: temperature 20 celsius, time 1 hour. Product: ClC1=C(C(=NC(=N1)C1=CC(=NC=C1)C1=NN=NN1)NS(=O)(=O)C1=NC=C(C=C1)C(C)C)OC1=C(C=CC=C1)OC (5-isopropyl-pyridine-2-sulfonic acid [6-chloro-5-(2-methoxy-phenoxy)-2-[2-(1H-tetrazole-5-yl)-pyridine-4-yl]-pyrimidine-4-yl]-amide). The yield is 84.0%. RXN SMILES: [Cl:1][C:2]1[N:7]=[C:6]([C:8]2[CH:13]=[CH:12][N:11]=[C:10]([C:14]([NH:16][NH2:17])=[NH:15])[CH:9]=2)[N:5]=[C:4]([NH:18][S:19]([C:22]2[CH:27]=[CH:26][C:25]([CH:28]([CH3:30])[CH3:29])=[CH:24][N:23]=2)(=[O:21])=[O:20])[C:3]=1[O:31][C:32]1[CH:37]=[CH:36][CH:35]=[CH:34][C:33]=1[O:38][CH3:39].C[N:41](C)C=O.Cl.N([O-])=O.[Na+]>O>[Cl:1][C:2]1[N:7]=[C:6]([C:8]2[CH:13]=[CH:12][N:11]=[C:10]([C:14]3[NH:15][N:41]=[N:17][N:16]=3)[CH:9]=2)[N:5]=[C:4]([NH:18][S:19]([C:22]2[CH:27]=[CH:26][C:25]([CH:28]([CH3:30])[CH3:29])=[CH:24][N:23]=2)(=[O:21])=[O:20])[C:3]=1[O:31][C:32]1[CH:37]=[CH:36][CH:35]=[CH:34][C:33]=1[O:38][CH3:39] |f:3.4|. Procedure: 20 g (35 mmol) of 5-isopropyl-pyridine-2-sulfonic acid [6-chloro-2-[2-(hydrazino-imino-methyl)-pyridine-4-yl]-5-(2-methoxy-phenoxy)-pyrimidine-4-yl]-amide were added to 160 ml of N,N-dimethyl formamide. The solution was kept at 15° C. to 20° C. and 23 ml of 6 N aqueous hydrochloric acid were added, followed by addition of a solution containing 4.8 g (7 mmol) of sodium nitrite in 20 ml de-ionized water within 10 min. The mixture was stirred at 20° C. for 1 hr, then 140 ml of de-ionized water were...